Dataset: the Open Reaction Database (ORD), a public repository of structured organic reaction records. Task: describe an organic reaction: reactants, conditions, products, and yield The reactants are N(=[N+]=[N-])CC(O)C1=C(C=CC(=C1)S(N)(=O)=O)Cl (α-azidomethyl-2-chloro-5-sulphamoylbenzenemethanol), C1(=CC=CC=C1)P(C1=CC=CC=C1)C1=CC=CC=C1 (triphenylphosphine), N (ammonia). The solvent is N1=CC=CC=C1 (pyridine). Reaction conditions: time 9 hour. The product is NCC(O)C1=C(C=CC(=C1)S(N)(=O)=O)Cl (α-aminomethyl-2-chloro-5-sulphamoylbenzenemethanol). Yield: 42.6%. RXN SMILES: [N:1]([CH2:4][CH:5]([C:7]1[CH:12]=[C:11]([S:13](=[O:16])(=[O:15])[NH2:14])[CH:10]=[CH:9][C:8]=1[Cl:17])[OH:6])=[N+]=[N-].C1(P(C2C=CC=CC=2)C2C=CC=CC=2)C=CC=CC=1.N>N1C=CC=CC=1>[NH2:1][CH2:4][CH:5]([C:7]1[CH:12]=[C:11]([S:13](=[O:16])(=[O:15])[NH2:14])[CH:10]=[CH:9][C:8]=1[Cl:17])[OH:6]. Reported procedure: 1.35 g (4.9 mmol) of α-azidomethyl-2-chloro-5-sulphamoylbenzenemethanol, 90 ml of anhydrous pyridine and 9.67 g (29.0 mmol) of triphenylphosphine on a carrier are introduced into a 250-ml round-bottomed flask. The mixture is stirred at room temperature for 9 hours, 100 ml of 28% aqueous ammonia are then added, and the suspension is stirred for 16 hours and filtered. The filtrate is concentrated and the residue is recrystallized in methanol. 0.523 g of α-aminomethyl-2-chloro-5-sulphamoylbenzeneme... Reactants: O=C(CC(=O)OCC)C (Ethyl 3-oxobutanoate), FC(C=1C=C(N)C=CC1)(F)F (3-trifluoromethylaniline), C(C)(=O)O (acetic acid). The solvent is C1(=CC=CC=C1)C (toluene). Yields the product FC(C=1C=C(C=CC1)N/C(=C/C(=O)OCC)/C)(F)F (Ethyl(2E)-3-{[3-(trifluoromethyl)phenyl]amino}-2-butenoate). Reaction SMILES: O=[C:2]([CH3:9])[CH2:3][C:4]([O:6][CH2:7][CH3:8])=[O:5].[F:10][C:11]([F:20])([F:19])[C:12]1[CH:13]=[C:14]([CH:16]=[CH:17][CH:18]=1)[NH2:15].C(O)(=O)C>C1(C)C=CC=CC=1>[F:10][C:11]([F:19])([F:20])[C:12]1[CH:13]=[C:14]([NH:15]/[C:2](/[CH3:9])=[CH:3]/[C:4]([O:6][CH2:7][CH3:8])=[O:5])[CH:16]=[CH:17][CH:18]=1. Procedure details: 4.0 g (31 mmol) Ethyl 3-oxobutanoate, 5.0 g (31 mmol) 3-trifluoromethylaniline, and 1.86 g (31 mmol) acetic acid are dissolved in 50 ml toluene. The reaction mixture is refluxed overnight with a Dean-Stark trap to remove water. After cooling down to room temperature, the solvent is removed in vacuo and the residue is purified by column chromatography on silica with cyclohexane/ethylacetate mixtures as eluent. Starting materials: ClC1=CC=C(C=C1)O (4-Chlorophenol), FC(=C(F)F)F (tetrafluoroethylene). The product is ClC1=CC=C(C=C1)OC(C(F)F)(F)F (1-chloro-4-(1,1,2,2-tetrafluoroethoxy)benzene). RXN SMILES: [Cl:1][C:2]1[CH:7]=[CH:6][C:5]([OH:8])=[CH:4][CH:3]=1.[F:9][C:10]([F:14])=[C:11]([F:13])[F:12]>>[Cl:1][C:2]1[CH:7]=[CH:6][C:5]([O:8][C:11]([F:13])([F:12])[CH:10]([F:14])[F:9])=[CH:4][CH:3]=1. Procedure details: 4-Chlorophenol reacts under basic catalysis with tetrafluoroethylene to give 1-chloro-4-(1,1,2,2-tetrafluoroethoxy)benzene as a colorless oil of b.p. 68° at 12 Torr. [For example, see J. Am Chem. Soc. 73, 5831 (1951) and Chem. Abstr. 73, 36584q.]